Dataset: the Open Reaction Database (ORD), a public repository of structured organic reaction records. Task: describe an organic reaction: reactants, conditions, products, and yield The reactants are O=C(Cl)c1ccccc1, CC(C)(C)NN, Cc1ccccc1, Cl, [Na+], [OH-]. The product is CC(C)(C)NNC(=O)c1ccccc1. As a reaction SMILES: [C:10]([c:11]1[cH:12][cH:13][cH:14][cH:15][cH:16]1)(=[O:17])[Cl:18].[C:2]([CH3:3])([CH3:4])([CH3:5])[NH:6][NH2:7].[CH3:19][c:20]1[cH:21][cH:22][cH:23][cH:24][cH:25]1.[ClH:1].[Na+:9].[OH-:8]>>[C:2]([CH3:3])([CH3:4])([CH3:5])[NH:6][NH:7][C:10]([c:11]1[cH:12][cH:13][cH:14][cH:15][cH:16]1)=[O:17]. Reactants: C(C)OC(=O)C1=C(OC2=CC3=C(NC(=N3)C3=NC=CC=C3)C=C2OC2=CC=C(C=C2)S(=O)(=O)C)C=CC=C1 (5-(2-Ethoxycarbonyl-phenoxy)-6-(4-methanesulfonyl-phenoxy)-2-pyridin-2-yl-1H-benzimidazole), CON(C([C@@H]1NCCC1)=O)C ((R)—N-methoxy-N-methylprolinamide). Yields the product CON(C(=O)[C@@H]1N(CCC1)C1=CC2=C(N=C(N2)C2=NC=CC=C2)C=C1OC1=CC=C(C=C1)S(=O)(=O)C)C ((2R)-1-(6-(4-Methanesulfonyl-phenoxy)-2-pyridin-2-yl-3H-benzimidazol-5-yl)-pyrrolidine-2-carboxylic acid methoxy-methyl-amide). RXN SMILES: C(OC(C1C=CC=CC=1O[C:9]1[C:23]([O:24][C:25]2[CH:30]=[CH:29][C:28]([S:31]([CH3:34])(=[O:33])=[O:32])=[CH:27][CH:26]=2)=[CH:22][C:12]2[NH:13][C:14]([C:16]3[CH:21]=[CH:20][CH:19]=[CH:18][N:17]=3)=[N:15][C:11]=2[CH:10]=1)=O)C.[CH3:39][O:40][N:41]([CH3:49])[C:42](=[O:48])[C@H:43]1[CH2:47][CH2:46][CH2:45][NH:44]1>>[CH3:39][O:40][N:41]([CH3:49])[C:42]([C@H:43]1[CH2:47][CH2:46][CH2:45][N:44]1[C:9]1[C:23]([O:24][C:25]2[CH:30]=[CH:29][C:28]([S:31]([CH3:34])(=[O:33])=[O:32])=[CH:27][CH:26]=2)=[CH:22][C:12]2[N:13]=[C:14]([C:16]3[CH:21]=[CH:20][CH:19]=[CH:18][N:17]=3)[NH:15][C:11]=2[CH:10]=1)=[O:48]. Procedure: The entitled compound was obtained in the same method as in Example 15 or in accordance with the method or by combining it with an ordinary method but using 5-fluoro-4-(4-methanesulfonyl-phenoxy)-2-nitro-phenylamine obtained in Example 14, and (R)—N-methoxy-N-methylprolinamide. Reactants: CC(O)C(=O)O, COc1cccc(C(Oc2ccc3c(cnn3-c3ccc(F)cc3)c2)C(C)N)c1. Yields the product COc1cccc(C(Oc2ccc3c(cnn3-c3ccc(F)cc3)c2)C(C)NC(=O)C(C)O)c1. Reaction SMILES: [CH3:30][CH:31]([OH:32])[C:33]([OH:34])=[O:35].[F:1][c:2]1[cH:3][cH:4][c:5](-[n:8]2[n:9][cH:10][c:11]3[cH:12][c:13]([O:17][CH:18]([CH:19]([CH3:20])[NH2:21])[c:22]4[cH:23][c:24]([O:28][CH3:29])[cH:25][cH:26][cH:27]4)[cH:14][cH:15][c:16]23)[cH:6][cH:7]1>>[F:1][c:2]1[cH:3][cH:4][c:5](-[n:8]2[n:9][cH:10][c:11]3[cH:12][c:13]([O:17][CH:18]([CH:19]([CH3:20])[NH:21][C:33]([CH:31]([CH3:30])[OH:32])=[O:34])[c:22]4[cH:23][c:24]([O:28][CH3:29])[cH:25][cH:26][cH:27]4)[cH:14][cH:15][c:16]23)[cH:6][cH:7]1. Starting materials: CC(C)(C)C(=O)Oc1cc(-c2ccc(OCCc3cccc(N)c3)cc2)on1, [BH3-]C#N, O=C([O-])O, CC(=O)O, CO, CC(C)=O, [Na+], [Na+]. Product: CC(C)Nc1cccc(CCOc2ccc(-c3cc(OC(=O)C(C)(C)C)no3)cc2)c1. Reaction SMILES: [C:1]([C:2]([CH3:3])([CH3:4])[CH3:5])(=[O:6])[O:7][c:8]1[n:9][o:10][c:11](-[c:13]2[cH:14][cH:15][c:16]([O:19][CH2:20][CH2:21][c:22]3[cH:23][c:24]([NH2:28])[cH:25][cH:26][cH:27]3)[cH:17][cH:18]2)[cH:12]1.[C:29]([BH3-:30])#[N:31].[C:44](=[O:45])([O-:46])[OH:47].[CH3:33][C:34](=[O:35])[OH:36].[CH3:37][OH:38].[CH3:39][C:40](=[O:41])[CH3:42].[Na+:32].[Na+:43]>>[C:1]([C:2]([CH3:3])([CH3:4])[CH3:5])(=[O:6])[O:7][c:8]1[n:9][o:10][c:11](-[c:13]2[cH:14][cH:15][c:16]([O:19][CH2:20][CH2:21][c:22]3[cH:23][c:24]([NH:28][CH:34]([CH3:29])[CH3:33])[cH:25][cH:26][cH:27]3)[cH:17][cH:18]2)[cH:12]1. Starting materials: COC(=O)[C@H]1C[C@@H](N(CC1)S(=O)(=O)C1=CC=C(C=C1)OC)C(=O)OC(C)(C)C ((2R,4R)-1-(4-methoxy-benzenesulfonyl)-piperidine-2,4-dicarboxylic acid 2-tert-butyl ester 4-methyl ester), FC(C(=O)O)(F)F (trifluoroacetic acid). The solvent is C(Cl)Cl (methylene chloride). Run at temperature 0 celsius, time 8 hour. Yields the product COC(=O)[C@H]1C[C@@H](N(CC1)S(=O)(=O)C1=CC=C(C=C1)OC)C(=O)O ((2R,4R)-1-(4-methoxy-benzenesulfonyl)-piperidine-2,4-dicarboxylic acid 4-methyl ester). Reaction SMILES: [CH3:1][O:2][C:3]([C@@H:5]1[CH2:10][CH2:9][N:8]([S:11]([C:14]2[CH:19]=[CH:18][C:17]([O:20][CH3:21])=[CH:16][CH:15]=2)(=[O:13])=[O:12])[C@@H:7]([C:22]([O:24]C(C)(C)C)=[O:23])[CH2:6]1)=[O:4].FC(F)(F)C(O)=O>C(Cl)Cl>[CH3:1][O:2][C:3]([C@@H:5]1[CH2:10][CH2:9][N:8]([S:11]([C:14]2[CH:15]=[CH:16][C:17]([O:20][CH3:21])=[CH:18][CH:19]=2)(=[O:12])=[O:13])[C@@H:7]([C:22]([OH:24])=[O:23])[CH2:6]1)=[O:4]. Reported procedure: To a stirred, cold (0° C.) solution of (2R,4R)-1-(4-methoxy-benzenesulfonyl)-piperidine-2,4-dicarboxylic acid 2-tert-butyl ester 4-methyl ester (4.4 g, 10.6 mmol) in 30 mL of methylene chloride was added 10 mL of trifluoroacetic acid dropwise. The mixture was stirred for 1 hour at 0° C. and for 8 hours at ambient temperature. Concentration provided (2R,4R)-1-(4-methoxy-benzenesulfonyl)-piperidine-2,4-dicarboxylic acid 4-methyl ester, which was used in the subsequent step without purification. Starting materials: ON=C(c1ccccc1)c1ccccc1, O=C([O-])[O-], CC(C)=O, ClCCBr, [K+], [K+]. Product: ClCCON=C(c1ccccc1)c1ccccc1. As a reaction SMILES: [C:1]([c:2]1[cH:3][cH:4][cH:5][cH:6][cH:7]1)([c:8]1[cH:9][cH:10][cH:11][cH:12][cH:13]1)=[N:14][OH:15].[C:20](=[O:21])([O-:22])[O-:23].[CH3:26][C:27](=[O:28])[CH3:29].[Cl:16][CH2:17][CH2:18][Br:19].[K+:24].[K+:25]>>[C:1]([c:2]1[cH:3][cH:4][cH:5][cH:6][cH:7]1)([c:8]1[cH:9][cH:10][cH:11][cH:12][cH:13]1)=[N:14][O:15][CH2:18][CH2:17][Cl:16]. Starting materials: O=C([O-])[O-], CC1(C)CCC(C)(C)c2cc3cc(B(O)O)ccc3cc21, COC(=O)c1cc(I)cn1C, Cc1ccccc1, [K+], [K+]. RXN SMILES: [C:33](=[O:34])([O-:35])[O-:36].[CH3:12][C:13]1([CH3:32])[c:14]2[cH:15][c:16]3[cH:17][cH:18][c:19]([B:29]([OH:30])[OH:31])[cH:20][c:21]3[cH:22][c:23]2[C:24]([CH3:27])([CH3:28])[CH2:25][CH2:26]1.[CH3:1][n:2]1[c:3]([C:8](=[O:9])[O:10][CH3:11])[cH:4][c:5]([I:7])[cH:6]1.[CH3:39][c:40]1[cH:41][cH:42][cH:43][cH:44][cH:45]1.[K+:37].[K+:38]>>[CH3:1][n:2]1[c:3]([C:8](=[O:9])[O:10][CH3:11])[cH:4][c:5](-[c:19]2[cH:18][cH:17][c:16]3[cH:15][c:14]4[c:23]([cH:22][c:21]3[cH:20]2)[C:24]([CH3:27])([CH3:28])[CH2:25][CH2:26][C:13]4([CH3:12])[CH3:32])[cH:6]1. Product: COC(=O)c1cc(-c2ccc3cc4c(cc3c2)C(C)(C)CCC4(C)C)cn1C. The reactants are S(=O)(Cl)Cl (thionyl chloride), ClC1=C(OCCO)C(=CC(=C1)Cl)Cl (2-(2,4,6-trichlorophenoxy) ethanol), C(Cl)(Cl)(Cl)Cl (carbon tetrachloride), S(=O)(Cl)Cl (thionyl chloride), S(=O)(Cl)Cl (thionyl chloride). Reagents/catalysts: [Cl-].C(C1=CC=CC=C1)[N+](C)(C)C (benzyl-trimethyl-ammonium chloride). The solvent is O (water). Reaction conditions: temperature 55 celsius. The product is ClC1=C(OCCCl)C(=CC(=C1)Cl)Cl (2-(2,4,6-trichlorophenoxy)-ethyl chloride). Yield: 98.0%. RXN SMILES: [Cl:1][C:2]1[CH:11]=[C:10]([Cl:12])[CH:9]=[C:8]([Cl:13])[C:3]=1[O:4][CH2:5][CH2:6]O.C(Cl)(Cl)(Cl)[Cl:15].S(Cl)(Cl)=O>[Cl-].C([N+](C)(C)C)C1C=CC=CC=1.O>[Cl:1][C:2]1[CH:11]=[C:10]([Cl:12])[CH:9]=[C:8]([Cl:13])[C:3]=1[O:4][CH2:5][CH2:6][Cl:15] |f:3.4|. Reported procedure: Into a three-necked, round-bottom flask fitted with a stirrer, thermometer, reflux condenser and dropping funnel was added 250 g of 96% 2-(2,4,6-trichlorophenoxy) ethanol, 250 ml carbon tetrachloride and 4 g of benzyl-trimethyl-ammonium chloride. The mixture was heated to 55° C. and 146 g thionyl chloride was added dropwise over 1.5 hours. After the addition of the thionyl chloride the temperature of the reaction was slowly raised to 80° C. for a total reaction tme of 2.5 to 3 hours. The end of ...